From a dataset of the Open Reaction Database (ORD), a public repository of structured organic reaction records. describe an organic reaction: reactants, conditions, products, and yield Reactants: CC(C)(C)OC(=O)N1CCNCC1, CC(=O)O[BH-](OC(C)=O)OC(C)=O, CN1Cc2c(N3CCC(=O)CC3)ccc([N+](=O)[O-])c2C1=O, ClCCCl, [Na+], [Na+], [OH-]. Yields the product CN1Cc2c(N3CCC(N4CCN(C(=O)OC(C)(C)C)CC4)CC3)ccc([N+](=O)[O-])c2C1=O. Reaction SMILES: [C:22]([CH3:23])([CH3:24])([CH3:25])[O:26][C:27](=[O:28])[N:29]1[CH2:30][CH2:31][NH:32][CH2:33][CH2:34]1.[C:35]([O:36][BH-:37]([O:38][C:39](=[O:40])[CH3:41])[O:42][C:43](=[O:44])[CH3:45])(=[O:46])[CH3:47].[CH3:1][N:2]1[C:3](=[O:21])[c:4]2[c:5]([N+:18](=[O:19])[O-:20])[cH:6][cH:7][c:8]([N:11]3[CH2:12][CH2:13][C:14](=[O:17])[CH2:15][CH2:16]3)[c:9]2[CH2:10]1.[Cl:51][CH2:52][CH2:53][Cl:54].[Na+:48].[Na+:50].[OH-:49]>>[CH3:1][N:2]1[C:3](=[O:21])[c:4]2[c:5]([N+:18](=[O:19])[O-:20])[cH:6][cH:7][c:8]([N:11]3[CH2:12][CH2:13][CH:14]([N:32]4[CH2:31][CH2:30][N:29]([C:27]([O:26][C:22]([CH3:23])([CH3:24])[CH3:25])=[O:28])[CH2:34][CH2:33]4)[CH2:15][CH2:16]3)[c:9]2[CH2:10]1. The reactants are CN(C=O)C (N,N-dimethylformamide), BrCC(=O)OCC (ethyl bromoacetate), C1(=CC=CC2=CC=CC=C12)[C@@H](C)N[C@@H]1C[C@@H](CC1)C1=CC=C(C=C1)O (4-[(1R,3S)-3-{[(1R)-1-(naphthalen-1-yl)ethyl]amino}cyclopentyl]phenol), C([O-])([O-])=O.[K+].[K+] (potassium carbonate). The solvent is O (Water). Conditions: time 8 hour. Yields the product C(C)OC(COC1=CC=C(C=C1)[C@H]1C[C@H](CC1)N[C@H](C)C1=CC=CC2=CC=CC=C12)=O ({4-[(1R,3S)-3-{[(1R)-1-(Naphthalen-1-yl)ethyl]amino}cyclopentyl]phenoxy}acetic acid ethyl ester). Isolated yield 71.4%. Reaction SMILES: CN(C)C=O.Br[CH2:7][C:8]([O:10][CH2:11][CH3:12])=[O:9].[C:13]1([C@H:23]([NH:25][C@H:26]2[CH2:30][CH2:29][C@@H:28]([C:31]3[CH:36]=[CH:35][C:34]([OH:37])=[CH:33][CH:32]=3)[CH2:27]2)[CH3:24])[C:22]2[C:17](=[CH:18][CH:19]=[CH:20][CH:21]=2)[CH:16]=[CH:15][CH:14]=1.C(=O)([O-])[O-].[K+].[K+]>O>[CH2:11]([O:10][C:8](=[O:9])[CH2:7][O:37][C:34]1[CH:33]=[CH:32][C:31]([C@@H:28]2[CH2:29][CH2:30][C@H:26]([NH:25][C@@H:23]([C:13]3[C:22]4[C:17](=[CH:18][CH:19]=[CH:20][CH:21]=4)[CH:16]=[CH:15][CH:14]=3)[CH3:24])[CH2:27]2)=[CH:36][CH:35]=1)[CH3:12] |f:3.4.5|. Reported procedure: Under a nitrogen stream, N,N-dimethylformamide (5 mL) and ethyl bromoacetate (0.13 mL, 1.2 mmol) were added to 4-[(1R,3S)-3-{[(1R)-1-(naphthalen-1-yl)ethyl]amino}cyclopentyl]phenol (331 mg, 1.0 mmol) and potassium carbonate (207 mg, 1.5 mmol), and the mixture was stirred overnight at room temperature. Water was added to the reaction solution, followed by extraction with ethyl acetate. After the extracted solution was dried over anhydrous magnesium sulfate, the solvent was distilled off under red... The reactants are BrC1C(=O)OCC1 (2-Bromobutyrolactone), Cl (hydrochloric acid), [OH-].[Na+] (Sodium hydroxide), CC(C)(C)C1=C(C(=CC(=C1)S)C(C)(C)C)O (2,6-bis(1,1-dimethylethyl)-4-mercaptophenol). The solvent is CO (methanol), O (water). Yields the product CC(C)(C)C=1C=C(C=C(C1O)C(C)(C)C)SC1C(OCC1)=O (3-[[3,5-bis(1,1-dimethylethyl)-4-hydroxyphenyl]thio]dihydro-2(3H)-furanone). As a reaction SMILES: [OH-].[Na+].[CH3:3][C:4]([C:7]1[CH:12]=[C:11]([SH:13])[CH:10]=[C:9]([C:14]([CH3:17])([CH3:16])[CH3:15])[C:8]=1[OH:18])([CH3:6])[CH3:5].Br[CH:20]1[CH2:25][CH2:24][O:23][C:21]1=[O:22].Cl>CO.O>[CH3:6][C:4]([C:7]1[CH:12]=[C:11]([S:13][CH:20]2[CH2:25][CH2:24][O:23][C:21]2=[O:22])[CH:10]=[C:9]([C:14]([CH3:17])([CH3:16])[CH3:15])[C:8]=1[OH:18])([CH3:3])[CH3:5] |f:0.1|. Reported procedure: Sodium hydroxide (0.20 g, 5 mmole) was added to a solution of 2,6-bis(1,1-dimethylethyl)-4-mercaptophenol (1.11 g, 4.6 mmole) in methanol (20 ml) and stirred at room temperature until dissolved. 2-Bromobutyrolactone (0.82 g, 5 mmole) was added and the mixture was stirred at room temperature for 48 hours. The mixture was diluted with water, acidified with 1 N hydrochloric acid, and extracted with diethyl ether. The ether extract was washed with water, dried over sodium sulfate, filtered and conce... Reactants: C(C)(C)(C)C1=CC(=CC2=C1OCC2(C)C)C(=O)Cl ((7-tert-butyl-3,3-dimethyl-2,3-dihydrobenzo[b]furan-5-yl) carboxylic acid chloride), C(CC)N (n-propylamine). Run in C(Cl)Cl (CH2Cl2). Yields the product C(CC)NC(=O)C1=CC2=C(OCC2(C)C)C(=C1)C(C)(C)C (N-propyl (7-tert-butyl-3,3-dimethyl-2,3-dihydrobenzo[b]furan-5-yl)carboxamide). Reaction SMILES: [C:1]([C:5]1[C:10]2[O:11][CH2:12][C:13]([CH3:15])([CH3:14])[C:9]=2[CH:8]=[C:7]([C:16](Cl)=[O:17])[CH:6]=1)([CH3:4])([CH3:3])[CH3:2].[CH2:19]([NH2:22])[CH2:20][CH3:21]>C(Cl)Cl>[CH2:19]([NH:22][C:16]([C:7]1[CH:6]=[C:5]([C:1]([CH3:4])([CH3:3])[CH3:2])[C:10]2[O:11][CH2:12][C:13]([CH3:15])([CH3:14])[C:9]=2[CH:8]=1)=[O:17])[CH2:20][CH3:21]. Reported procedure: To a solution of (7-tert-butyl-3,3-dimethyl-2,3-dihydrobenzo[b]furan-5-yl) carboxylic acid chloride (450 mg, 1.69 mmol) in CH2Cl2 (10 mL) is added in a single portion n-propylamine (2 mL). After the exothermic reaction subsides, the mixture is evaporated and suspended in 1N HCl (10 mL). The insoluble material is filtered and crystallized from isopropanol/H2O, to yield N-propyl (7-tert-butyl-3,3-dimethyl-2,3-dihydrobenzo[b]furan-5-yl)carboxamide as white needles. RXN SMILES: [CH3:1][C:2]1([CH3:15])[O:11][C:10]2[C:5](=[CH:6][C:7]([C:12]#[N:13])=[CH:8][CH:9]=2)[CH:4]2[O:14][CH:3]12.[Cl:16][C:17]1[CH:22]=[CH:21][C:20]([C:23]2[NH:24][CH:25]=[CH:26][N:27]=2)=[CH:19][CH:18]=1>>[Cl:16][C:17]1[CH:18]=[CH:19][C:20]([C:23]2[N:27]([CH:4]3[C:5]4[C:10](=[CH:9][CH:8]=[C:7]([C:12]#[N:13])[CH:6]=4)[O:11][C:2]([CH3:15])([CH3:1])[CH:3]3[OH:14])[CH:26]=[CH:25][N:24]=2)=[CH:21][CH:22]=1. Procedure details: Following the procedure in Example 1, using (±)-2,2-dimethyl-1a,7b-dihydro-2H-1,3-dioxa-cyclopropa[a]naphthalene-6-carbonitrile and 2-(4-chloro-phenyl)-1H-imidazole as starting materials, the title compounds were prepared as white solids. Yields the product ClC1=CC=C(C=C1)C=1N(C=CN1)C1C(C(OC2=CC=C(C=C12)C#N)(C)C)O (4-[2-(4-Chloro-phenyl)-imidazol-1-yl]-3-hydroxy-2,2-dimethyl-chroman-6-carbonitrile). The reactants are CC1(C2C(C3=CC(=CC=C3O1)C#N)O2)C ((±)-2,2-dimethyl-1a,7b-dihydro-2H-1,3-dioxa-cyclopropa[a]naphthalene-6-carbonitrile), ClC1=CC=C(C=C1)C=1NC=CN1 (2-(4-chloro-phenyl)-1H-imidazole). The reactants are BrC=1C=CC(=C(C1)O)OC (5-bromo-2-methoxyphenol), ClC1C(CCCC1)=O (2-chloro-1-cyclohexanone), C([O-])([O-])=O.[K+].[K+] (potassium carbonate), CN(C)C=O (DMF). Solvent: O (water). Run at temperature 70 celsius, time 3 hour. The product is BrC1=CC(=C(C=C1)OC)OC1C(CCCC1)=O (4-Bromo-2-(2-oxocyclohexyloxy)anisole). Reaction SMILES: [Br:1][C:2]1[CH:3]=[CH:4][C:5]([O:9][CH3:10])=[C:6]([OH:8])[CH:7]=1.Cl[CH:12]1[CH2:17][CH2:16][CH2:15][CH2:14][C:13]1=[O:18].C(=O)([O-])[O-].[K+].[K+].CN(C=O)C>O>[Br:1][C:2]1[CH:3]=[CH:4][C:5]([O:9][CH3:10])=[C:6]([O:8][CH:12]2[CH2:17][CH2:16][CH2:15][CH2:14][C:13]2=[O:18])[CH:7]=1 |f:2.3.4|. Procedure details: A mixture of 5-bromo-2-methoxyphenol (120.0 g), 2-chloro-1-cyclohexanone (108.0 g), potassium carbonate (163.3 g), and DMF (1.2 l) was stirred at 70° C. for 3 hours. After being allowed to stand for cooling, water was added to the mixture followed by extraction with ethyl acetate. The organic layer was washed with a saturated saline and dried over anhydrous magnesium sulfate, and the solvent was distilled off. The residue was purified by silica gel column chromatography (hexane:ethyl acetate=9:1... Solvent: C1CCOC1 (THF). Reactants: [Li]CCCC (n-BuLi), ClC1=C(C(=NC2=CC=C(C=C12)C(O)C=1C(=NC(=CC1)C)C)OC)CC1=CC=C(C=C1)C(F)(F)F ((4-Chloro-2-methoxy-3-(4-(trifluoromethyl)benzyl)quinolin-6-yl)(2,6-dimethylpyridin-3-yl)methanol), ClC1=C(C(=NC2=CC=C(C=C12)C(O)C=1C(=NC(=CC1)C)C)OC)CC1=CC=C(C=C1)C(F)(F)F ((4-Chloro-2-methoxy-3-(4-(trifluoromethyl)benzyl)quinolin-6-yl)(2,6-dimethylpyridin-3-yl)methanol), CN1N=NC=C1C(=O)C=1C=NC(=CC1)C(F)(F)F ((1-methyl-1H-1,2,3-triazol-5-yl)(6-(trifluoromethyl)pyridin-3-yl)methanone), CN1N=NC=C1C(=O)C=1C=NC(=CC1)C(F)(F)F ((1-methyl-1H-1,2,3-triazol-5-yl)(6-(trifluoromethyl)pyridin-3-yl)methanone). Reaction SMILES: [Li]CCCC.[Cl:6][C:7]1[C:16]2[C:11](=[CH:12][CH:13]=[C:14](C(C3C(C)=NC(C)=CC=3)O)[CH:15]=2)[N:10]=[C:9]([O:27][CH3:28])[C:8]=1[CH2:29][C:30]1[CH:35]=[CH:34][C:33]([C:36]([F:39])([F:38])[F:37])=[CH:32][CH:31]=1.[CH3:40][N:41]1[C:45]([C:46]([C:48]2[CH:49]=[N:50][C:51]([C:54]([F:57])([F:56])[F:55])=[CH:52][CH:53]=2)=[O:47])=[CH:44][N:43]=[N:42]1>C1COCC1>[Cl:6][C:7]1[C:16]2[C:11](=[CH:12][CH:13]=[C:14]([C:46]([C:45]3[N:41]([CH3:40])[N:42]=[N:43][CH:44]=3)([C:48]3[CH:49]=[N:50][C:51]([C:54]([F:55])([F:57])[F:56])=[CH:52][CH:53]=3)[OH:47])[CH:15]=2)[N:10]=[C:9]([O:27][CH3:28])[C:8]=1[CH2:29][C:30]1[CH:35]=[CH:34][C:33]([C:36]([F:39])([F:37])[F:38])=[CH:32][CH:31]=1. Procedure: A solution of n-BuLi (2.5 M in hexanes, 1.85 mL, 4.62 mmol) was added dropwise by syringe to a mixture of 6-bromo-4-chloro-2-methoxy-3-(4-(trifluoromethyl)benzyl)quinoline (0.31 g, 0.72 mmol, Intermediate 12: step d) and (1-methyl-1H-1,2,3-triazol-5-yl)(6-(trifluoromethyl)pyridin-3-yl)methanone (0.29 g, 1.16 mmol, Intermediate 53: step b) in dry THF (8 mL) at −78° C. over a three minute period. The mixture was stirred at −78° C. for 10 minutes then was immersed in an ice H2O bath and stirred at ... Product: ClC1=C(C(=NC2=CC=C(C=C12)C(O)(C=1C=NC(=CC1)C(F)(F)F)C1=CN=NN1C)OC)CC1=CC=C(C=C1)C(F)(F)F ((4-Chloro-2-methoxy-3-(4-(trifluoromethyl)benzyl)quinolin-6-yl)(1-methyl-1H-1,2,3-triazol-5-yl)(6-(trifluoromethyl)pyridin-3-yl)methanol). Reaction conditions: temperature -78 celsius, time 10 minute.